From a dataset of the Open Reaction Database (ORD), a public repository of structured organic reaction records. describe an organic reaction: reactants, conditions, products, and yield Starting materials: O=[SH](=O)N(Cc1ccc2ncccc2c1)C1CN(C(c2ccc(Cl)cc2)c2ccc(Cl)cc2)C1, OC1CN(C(c2ccc(Cl)cc2)c2ccc(Cl)cc2)C1, C1CCOC1, CCOC(=O)N=NC(=O)OCC, c1ccc(P(c2ccccc2)c2ccccc2)cc1, O=[SH](=O)NCc1cccc2ncccc12. Product: O=[SH](=O)N(Cc1cccc2ncccc12)C1CN(C(c2ccc(Cl)cc2)c2ccc(Cl)cc2)C1. RXN SMILES: [Cl:1][c:2]1[cH:3][cH:4][c:5]([CH:8]([N:9]2[CH2:10][CH:11]([N:13]([SH:14](=[O:15])=[O:16])[CH2:17][c:18]3[cH:19][c:20]4[c:21]([cH:22][cH:23]3)[n:24][cH:25][cH:26][cH:27]4)[CH2:12]2)[c:28]2[cH:29][cH:30][c:31]([Cl:34])[cH:32][cH:33]2)[cH:6][cH:7]1.[Cl:35][c:36]1[cH:37][cH:38][c:39]([CH:40]([c:41]2[cH:42][cH:43][c:44]([Cl:45])[cH:46][cH:47]2)[N:48]2[CH2:49][CH:50]([OH:51])[CH2:52]2)[cH:53][cH:54]1.[O:101]1[CH2:102][CH2:103][CH2:104][CH2:105]1.[O:89]=[C:90]([O:91][CH2:92][CH3:93])[N:94]=[N:95][C:96]([O:97][CH2:98][CH3:99])=[O:100].[c:55]1([P:56]([c:57]2[cH:58][cH:59][cH:60][cH:61][cH:62]2)[c:63]2[cH:64][cH:65][cH:66][cH:67][cH:68]2)[cH:69][cH:70][cH:71][cH:72][cH:73]1.[n:74]1[cH:75][cH:76][cH:77][c:78]2[c:79]([CH2:84][NH:85][SH:86](=[O:87])=[O:88])[cH:80][cH:81][cH:82][c:83]12>>[Cl:1][c:2]1[cH:3][cH:4][c:5]([CH:8]([N:9]2[CH2:10][CH:11]([N:13]([SH:14](=[O:15])=[O:16])[CH2:17][c:79]3[c:78]4[cH:77][cH:76][cH:75][n:74][c:83]4[cH:82][cH:81][cH:80]3)[CH2:12]2)[c:28]2[cH:29][cH:30][c:31]([Cl:34])[cH:32][cH:33]2)[cH:6][cH:7]1. Starting materials: BrC1=C(N=C(C(=N1)C(=O)N)NC1=CC(=CC=C1)S(=O)(=O)C)N[C@@H]1CC[C@H](CC1)O (6-bromo-5-[(trans-4-hydroxycyclohexyl)amino]-3-{[3-(methylsulfonyl)phenyl]amino}pyrazine-2-carboxamide), C1(CC1)B(O)O (cyclopropylboronic acid), tetrakistriphenylphosphine palladium, C([O-])([O-])=O.[K+].[K+] (potassium carbonate), O1CCOCC1 (dioxane). Solvent: O (water). Reaction conditions: temperature 115 celsius, time 8 hour. The product is C1(CC1)C1=C(N=C(C(=N1)C(=O)N)NC1=CC(=CC=C1)S(=O)(=O)C)N[C@@H]1CC[C@H](CC1)O (6-cyclopropyl-5-[(trans-4-hydroxycyclohexyl)amino]-3-{[3-(methylsulfonyl)phenyl]amino}pyrazine-2-carboxamide). The yield is 21.7%. As a reaction SMILES: Br[C:2]1[N:7]=[C:6]([C:8]([NH2:10])=[O:9])[C:5]([NH:11][C:12]2[CH:17]=[CH:16][CH:15]=[C:14]([S:18]([CH3:21])(=[O:20])=[O:19])[CH:13]=2)=[N:4][C:3]=1[NH:22][C@H:23]1[CH2:28][CH2:27][C@H:26]([OH:29])[CH2:25][CH2:24]1.[CH:30]1(B(O)O)[CH2:32][CH2:31]1.C(=O)([O-])[O-].[K+].[K+].O1CCOCC1>O>[CH:30]1([C:2]2[N:7]=[C:6]([C:8]([NH2:10])=[O:9])[C:5]([NH:11][C:12]3[CH:17]=[CH:16][CH:15]=[C:14]([S:18]([CH3:21])(=[O:20])=[O:19])[CH:13]=3)=[N:4][C:3]=2[NH:22][C@H:23]2[CH2:28][CH2:27][C@H:26]([OH:29])[CH2:25][CH2:24]2)[CH2:32][CH2:31]1 |f:2.3.4|. Procedure details: A mixture of 6-bromo-5-[(trans-4-hydroxycyclohexyl)amino]-3-{[3-(methylsulfonyl)phenyl]amino}pyrazine-2-carboxamide (Example 181) (50 mg), cyclopropylboronic acid (18 mg), tetrakistriphenylphosphine palladium (24 mg), potassium carbonate (71 mg), dioxane (2.5 mL) and water (0.5 mL) was stirred at 115° C. overnight. After cooling, the reaction liquid was partitioned using chloroform, saturated aqueous sodium hydrogen carbonate and saturated aqueous sodium chloride. After drying, the organic layer... Starting materials: [OH-].[Na+] (NaOH), COC(CCCCN1N=NC=C1C1=C(C=CC=C1)OC)=O (5-[5-(2-methoxy-phenyl)-[1,2,3]triazol-1-yl]-pentanoic acid methyl ester), Br (hydrobromic acid), Br (hydrobromic acid). Run in C(C)(=O)O (acetic acid). The product is OC1=C(C=CC=C1)C1=CN=NN1CCCCC(=O)O (5-[5-(2-hydroxy-phenyl)-[1,2,3]triazol-1-yl]-pentanoic acid). The yield is 80.3%. Reaction SMILES: C[O:2][C:3](=[O:21])[CH2:4][CH2:5][CH2:6][CH2:7][N:8]1[C:12]([C:13]2[CH:18]=[CH:17][CH:16]=[CH:15][C:14]=2[O:19]C)=[CH:11][N:10]=[N:9]1.Br.[OH-].[Na+]>C(O)(=O)C>[OH:19][C:14]1[CH:15]=[CH:16][CH:17]=[CH:18][C:13]=1[C:12]1[N:8]([CH2:7][CH2:6][CH2:5][CH2:4][C:3]([OH:21])=[O:2])[N:9]=[N:10][CH:11]=1 |f:2.3|. Reported procedure: Combine 5-[5-(2-methoxy-phenyl)-[1,2,3]triazol-1-yl]-pentanoic acid methyl ester (2.99 g, 10.3 mmol), hydrobromic acid (50 mL, 48% in water), and acetic acid (50 mL, glacial) and heat to reflux under N2 for 3 hours. Add hydrobromic acid (20 mL, 48% in water) and continue heating at reflux under N2 overnight. Cool to room temperature, basify to pH 4 with 5N NaOH solution. Extract from aqueous layer with EtOAc (×3), wash combined organic layers with brine, dry combined organic layers over MgSO4 an... Yields the product CS(=O)(=O)C1=NC=CC(=N1)\C=C/1\C(NC(N1)=O)=O ((Z)-5-((2-(methylsulfonyl)pyrimidin-4-yl)methylene)imidazolidine-2,4-dione). As a reaction SMILES: CS[C:3]1[N:8]=[C:7](/[CH:9]=[C:10]2/[C:11](=[O:16])[NH:12][C:13](=[O:15])[NH:14]/2)[CH:6]=[CH:5][N:4]=1.O[O:18][S:19]([O-:21])=O.[K+].[CH2:23]1COCC1>O>[CH3:23][S:19]([C:3]1[N:8]=[C:7](/[CH:9]=[C:10]2/[C:11](=[O:16])[NH:12][C:13](=[O:15])[NH:14]/2)[CH:6]=[CH:5][N:4]=1)(=[O:21])=[O:18] |f:1.2|. Conditions: time 48 hour. Reactants: CSC1=NC=CC(=N1)\C=C/1\C(NC(N1)=O)=O ((Z)-5-((2-(methylthio)pyrimidin-4-yl)methylene)imidazolidine-2,4-dione), C1CCOC1 (THF), OOS(=O)[O-].[K+] (oxone). Run in O (water). Reported procedure: A mixture of (Z)-5-((2-(methylthio)pyrimidin-4-yl)methylene)imidazolidine-2,4-dione (5) (3.5 g, 14.83 mmol) in THF (100 mL, 0.15 M) was treated with a solution of oxone (27.35 g, 44.5 mmol, 3.0 equiv.) in water (175 mL). The resulting mixture was stirred at room temperature for 48 h. The resulting precipitate was filtered and washed with water (20 mL) and diethyl ether (20 mL) to afford (Z)-5-((2-(methylsulfonyl)pyrimidin-4-yl)methylene)imidazolidine-2,4-dione (6) as a solid (2.48 g, 3.97 g theo... The reactants are C1(=CC=CC=C1)C=1C=C(C=NC1Cl)OC[C@H]1N(CC1)C(=O)OC(C)(C)C (5-phenyl-6-chloro-3-(1-BOC-2-(S)-azetidinylmethoxy)pyridine), C(=O)(C(F)(F)F)O (TFA). Run in C(Cl)Cl (CH2Cl2). Run at time 30 minute. Yields the product C1(=CC=CC=C1)C=1C=C(C=NC1Cl)OC[C@H]1NCC1 (5-Phenyl-6-chloro-3-(2-(S)-azetidinylmethoxy)pyridine). Reaction SMILES: [C:1]1([C:7]2[CH:8]=[C:9]([O:14][CH2:15][C@@H:16]3[CH2:19][CH2:18][N:17]3C(OC(C)(C)C)=O)[CH:10]=[N:11][C:12]=2[Cl:13])[CH:6]=[CH:5][CH:4]=[CH:3][CH:2]=1.C(O)(C(F)(F)F)=O>C(Cl)Cl>[C:1]1([C:7]2[CH:8]=[C:9]([O:14][CH2:15][C@@H:16]3[CH2:19][CH2:18][NH:17]3)[CH:10]=[N:11][C:12]=2[Cl:13])[CH:2]=[CH:3][CH:4]=[CH:5][CH:6]=1. Procedure: To 5-phenyl-6-chloro-3-(1-BOC-2-(S)-azetidinylmethoxy)pyridine from step 67a (380 mg) was added TFA in CH2Cl2 at 0° C., and the mixture was stirred for 30 minutes. The volatiles were then removed under vacuum. The residue was neutralized with NaHCO3 to pH 8, then extracted with CH2Cl2, which was dried over MgSO4 and concentrated. The residue was chromatographed on a silica gel column, eluting with CH2Cl2:MeOH:NH4OH 10:1:0.1 to afford to give the free base of the title compound. MS (CI/NH3) m/z 2... Reactants: CS(=O)(=O)Cl (methanesulphonyl chloride), CC(C(C)=O)(CO)C (3,3-dimethyl-4-hydroxy-butan-2-one), III, IV. Run in N1=CC=CC=C1 (pyridine), C(Cl)Cl (methylene chloride). Run at time 12 hour. Product: CS(=O)(=O)OCC(C(C)=O)(C)C (2,2-dimethyl-3-oxo-butyl methanesulphonate). The yield is 85.5%. Reaction SMILES: [CH3:1][C:2]([CH3:8])([CH2:6][OH:7])[C:3](=[O:5])[CH3:4].[CH3:9][S:10](Cl)(=[O:12])=[O:11]>N1C=CC=CC=1.C(Cl)Cl>[CH3:9][S:10]([O:7][CH2:6][C:2]([CH3:8])([CH3:1])[C:3](=[O:5])[CH3:4])(=[O:12])=[O:11]. Reported procedure: 232 g (2 mol) of 3,3-dimethyl-4-hydroxy-butan-2-one (for the preparation, see Beilstein H 1 E III 3239, IV 4030 and Bull. Soc. Chim. France 1964, 2849) were reacted with 229 g (2 mol) of methanesulphonyl chloride in 700 ml of absolute pyridine at 0° to 5° C. After leaving the mixture to stand at 20° C. for 12 hours, it was diluted with methylene chloride and extracted by shaking with ice-water. The organic phase was dried and freed from solvent in vacuo and the residue was fractionated over a co... Starting materials: C1NC[C@@H]2CC=CC[C@H]12 (cis-3a,4,7,7a-tetrahydroisoindoline), COC(=O)\C(\CC(=O)O)=C\C1=CC(=CC=C1)C ((E)-3-methoxycarbonyl-4-(3-methylphenyl)-3-butenoic acid), CN1CCOCC1 (N-methylmorpholine), ClC(=O)OCC(C)C (isobutyl chloroformate). Solvent: O1CCCC1 (tetrahydrofuran), O1CCCC1 (tetrahydrofuran). Reaction conditions: temperature -20 celsius, time 1 hour. The product is CC=1C=C(\C=C(\C(=O)OC)/CC(=O)N2C[C@H]3CC=CC[C@H]3C2)C=CC1 (methyl (E)-2-(3-methylbenzylidene)-3-(cis-3a,4,7,7a-tetrahydro-2-isoindolinylcarbonyl)propionate). Yield: 29.3%. RXN SMILES: [CH3:1][O:2][C:3](/[C:5](=[CH:10]/[C:11]1[CH:16]=[CH:15][CH:14]=[C:13]([CH3:17])[CH:12]=1)/[CH2:6][C:7]([OH:9])=O)=[O:4].CN1CCOCC1.ClC(OCC(C)C)=O.[CH2:33]1[C@@H:41]2[C@@H:36]([CH2:37][CH:38]=[CH:39][CH2:40]2)[CH2:35][NH:34]1>O1CCCC1>[CH3:17][C:13]1[CH:12]=[C:11]([CH:16]=[CH:15][CH:14]=1)/[CH:10]=[C:5](\[CH2:6][C:7]([N:34]1[CH2:35][C@H:36]2[C@H:41]([CH2:40][CH:39]=[CH:38][CH2:37]2)[CH2:33]1)=[O:9])/[C:3]([O:2][CH3:1])=[O:4]. Procedure: To a solution of (E)-3-methoxycarbonyl-4-(3-methylphenyl)-3-butenoic acid (1.05 g) in anhydrous tetrahydrofuran (20 ml) were added N-methylmorpholine (0.74 ml) and isobutyl chloroformate (0.75 ml) with stirring at -20° C. and the mixture was stirred for 20 minutes. To the mixture was added a solution of cis-3a,4,7,7a-tetrahydroisoindoline (773 mg) in anhydrous tetrahydrofuran (2 ml) with stirring at -20° C. After 1 hour, the deposit was filtered off and the solvent was evaporated under reduced p... Starting materials: C(C)OCC (diethyl ether), C(C)(=O)C=1C=CC(=C(NC2=CC(=CC=C2)C=2C=NC=CC2)C1)[N+](=O)[O-] (5-Acetyl-2-nitro-N-(3-(3-pyridyl)phenyl)aniline). Reagents/catalysts: [Pd] (palladium). Run in petroleum ether, C(C)O (ethanol), ClCCl (dichloromethane). The product is C(C)(=O)C=1C=CC(=C(N)C1)NC1=CC(=CC=C1)C=1C=NC=CC1 (5-Acetyl-2-(3-(3-pyridyl)phenylamino)aniline). The yield is 80.0%. RXN SMILES: C([C:4]1[CH:5]=[CH:6][C:7]([N+:23]([O-])=O)=[C:8]([CH:22]=1)[NH:9][C:10]1[CH:15]=[CH:14][CH:13]=[C:12]([C:16]2[CH:17]=[N:18][CH:19]=[CH:20][CH:21]=2)[CH:11]=1)(=O)C.[CH2:26]([O:28]CC)[CH3:27]>C(O)C.ClCCl.[Pd]>[C:26]([C:5]1[CH:4]=[CH:22][C:8]([NH:9][C:10]2[CH:15]=[CH:14][CH:13]=[C:12]([C:16]3[CH:17]=[N:18][CH:19]=[CH:20][CH:21]=3)[CH:11]=2)=[C:7]([CH:6]=1)[NH2:23])(=[O:28])[CH3:27]. Reported procedure: 30a from Example 12 (2 g, 6 mmol) is suspended in a mixture of ethanol (50 ml) and dichloromethane (10 ml) and is hydrogenated at ambient pressure using palladium (5% on activated carbon) as the catalyst. Filtration of the resulting solution through celite followed by evaporation of solvent leaves an oil. Trituration with a mixture of diethyl ether and petroleum ether (1:1) affords 1.46 g pure 31a (80%). Mp 175-176° C. Starting materials: [Cl-], [N-]=[N+]=NCc1ccc(CC(=O)O)cc1, O=S(Cl)Cl. Product: [N-]=[N+]=NCc1ccc(CC(=O)Cl)cc1. Reaction SMILES: [Cl-:15].[N:1](=[N+:2]=[N-:3])[CH2:4][c:5]1[cH:6][cH:7][c:8]([CH2:11][C:12](=[O:13])[OH:14])[cH:9][cH:10]1.[S:16]([Cl:17])([Cl:18])=[O:19]>>[N:1](=[N+:2]=[N-:3])[CH2:4][c:5]1[cH:6][cH:7][c:8]([CH2:11][C:12](=[O:14])[Cl:15])[cH:9][cH:10]1. Starting materials: P(Br)(Br)Br (phosphorus tribromide), CC1=C(C(=NO1)C(F)(F)F)CO ((5-methyl-3-trifluoromethylisoxazol-4-yl)-methanol), O (water). Run in C(C)OCC (diethyl ether). Reaction conditions: time 1 hour. The product is BrCC=1C(=NOC1C)C(F)(F)F (4-bromomethyl-5-methyl-3-trifluoromethylisoxazole). Isolated yield 82.0%. As a reaction SMILES: [CH3:1][C:2]1[O:6][N:5]=[C:4]([C:7]([F:10])([F:9])[F:8])[C:3]=1[CH2:11]O.P(Br)(Br)[Br:14].O>C(OCC)C>[Br:14][CH2:11][C:3]1[C:4]([C:7]([F:10])([F:9])[F:8])=[N:5][O:6][C:2]=1[CH3:1]. Reported procedure: A solution of 0.45 g (2.5 mmoles) of (5-methyl-3-trifluoromethylisoxazol-4-yl)-methanol dissolved in 10 ml of diethyl ether was cooed to 0° C. Thereto was added 0.2 g (8.9 mmoles) of phosphorus tribromide. The mixture was stirred at room temperature for 1 hour to give rise to a reaction. After the completion of the reaction, the reaction mixture was poured into water, followed by extraction with diethyl ether. The resulting organic layer was washed with an aqueous sodium chloride solution and th...